Dataset: the Open Reaction Database (ORD), a public repository of structured organic reaction records. Task: describe an organic reaction: reactants, conditions, products, and yield Reactants: 18.3, CN=C=S (methyl isothiocyanate), solution, C(CCC)[Li] (n-butyllithium), C1(=CC=CC=C1)C1SCCC1 (2-phenyltetrahydrothiophene), C (charcoal), C (charcoal), same product, C(C)(C)NC(C)C (di-isopropylamine). Solvent: mixture, O1CCCC1 (tetrahydrofuran), CN(P(N(C)C)(N(C)C)=O)C (hexamethylphosphoric triamide), CCCCCC (hexane), C(C)O (ethanol), C(C)O (ethanol), C(C)(=O)OCC (ethyl acetate), O (water), mixture, O1CCCC1 (tetrahydrofuran), CN(P(N(C)C)(N(C)C)=O)C (hexamethylphosphoric triamide), mixture, O1CCCC1 (tetrahydrofuran), CN(P(N(C)C)(N(C)C)=O)C (hexamethylphosphoric triamide). Run at time 10 minute. The product is CNC(=S)C1(SCCC1)C1=CC=CC=C1 (N-methyl-2-phenyltetrahydrothiophene-2-carbothioamide). As a reaction SMILES: C([Li])CCC.C(NC(C)C)(C)C.[C:13]1([CH:19]2[CH2:23][CH2:22][CH2:21][S:20]2)[CH:18]=[CH:17][CH:16]=[CH:15][CH:14]=1.[CH3:24][N:25]=[C:26]=[S:27].C>CCCCCC.C(O)C.C(OCC)(=O)C.O.O1CCCC1.CN(C)P(=O)(N(C)C)N(C)C>[CH3:24][NH:25][C:26]([C:19]1([C:13]2[CH:18]=[CH:17][CH:16]=[CH:15][CH:14]=2)[CH2:23][CH2:22][CH2:21][S:20]1)=[S:27]. Procedure: To 135 cc of a 1.6M solution of n-butyllithium in hexane maintained in an atmosphere of argon at a temperature of about -60° C., add, dropwise, over 10 minutes, a solution of 22 g of di-isopropylamine in 125 cc of a mixture of anhydrous hexamethylphosphoric triamide and anhydrous tetrahydrofuran (47:53 v/v) and stir the mixture for 5 minutes. Then add, dropwise, over 20 minutes, a solution of 28 g of 2-phenyltetrahydrothiophene in 125 cc of the mixture of anhydrous hexamethylphosphoric triamide ... Reactants: CN(C)C=O, O=C(O)c1cncn1C1CCCc2ccccc21, COCCCl, [H-], [Na+]. Product: COCCOC(=O)c1cncn1C1CCCc2ccccc21. Reaction SMILES: [CH3:26][N:27]([CH3:28])[CH:29]=[O:30].[CH:1]1([n:11]2[cH:12][n:13][cH:14][c:15]2[C:16](=[O:17])[OH:18])[CH2:2][CH2:3][CH2:4][c:5]2[cH:6][cH:7][cH:8][cH:9][c:10]21.[Cl:21][CH2:22][CH2:23][O:24][CH3:25].[H-:19].[Na+:20]>>[CH:1]1([n:11]2[cH:12][n:13][cH:14][c:15]2[C:16](=[O:17])[O:18][CH2:22][CH2:23][O:24][CH3:25])[CH2:2][CH2:3][CH2:4][c:5]2[cH:6][cH:7][cH:8][cH:9][c:10]21.